Task: describe an organic reaction: reactants, conditions, products, and yield. Dataset: the Open Reaction Database (ORD), a public repository of structured organic reaction records Starting materials: C(CC(=O)[O-])(=O)OC1=C(C=C(C=C1)C(C1=CC=C(C=C1)[N+](=O)[O-])=O)[N+](=O)[O-] ([2-Nitro-4-(4-nitrobenzoyl)phenyl] malonate), Sn, CCO (EtOH), Cl (HCl). Run in C(Cl)(Cl)Cl (CHCl3). Product: NC1=CC=C(C(=O)C2=CC=C3CC(NC3=C2)=O)C=C1 (6-(4-Amino-benzoyl)-1,3-dihydro-indol-2-one). Isolated yield 51.0%. As a reaction SMILES: C(O[C:8]1[CH:13]=[CH:12][C:11]([C:14](=[O:24])[C:15]2[CH:20]=[CH:19][C:18]([N+:21]([O-])=O)=[CH:17][CH:16]=2)=[CH:10][C:9]=1[N+:25]([O-])=O)(=O)CC([O-])=O.Cl.[CH3:29][CH2:30][OH:31]>C(Cl)(Cl)Cl>[NH2:21][C:18]1[CH:17]=[CH:16][C:15]([C:14]([C:11]2[CH:10]=[C:9]3[C:8]([CH2:29][C:30](=[O:31])[NH:25]3)=[CH:13][CH:12]=2)=[O:24])=[CH:20][CH:19]=1. Procedure details: [2-Nitro-4-(4-nitrobenzoyl)phenyl] malonate (4.15 g, 9.61 mmol) was dissolved in EtOH (24 mL) after which Sn powder (9.16 g, 77 mmol) was added followed by dropwise addition of concentrated HCl(aq) (26 mL). The reaction mixture was allowed to reflux for 3 hours, filtered while hot and then allowed to cool to room temperature. The cooled reaction mixture was diluted with CHCl3 (400 mL) and then extracted once with H2O (400 mL). The aqueous layer was then neutralized with NaHCO3 (pH=7) and then ex... Starting materials: C(C)(=O)OC(C=C)COC(C)=O (3,4-diacetoxy-1-butene), C(C)(=O)OC(C=C)COC(C)=O (3,4-diacetoxy-1-butene), C(C)(=O)OC(CCC=O)COC(C)=O (4,5-diacetoxypentanal), [H][H] (hydrogen), [C]=O (carbon monoxide), [H][H] (hydrogen), [C]=O (carbon monoxide), C(C)(=O)OCC(C(C)C=O)OC(C)=O (1,2-diacetoxy-3-formylbutane), C(C)(=O)OCC(C(C)C=O)OC(C)=O (1,2-diacetoxy-3-formylbutane). The reagents and catalysts are C1(CCCCC1)P(C1CCCCC1)C1CCCCC1 (tricyclohexylphosphine), C/C(=C/C(=O)C)/O.[C-]#[O+].[C-]#[O+].[Rh] (rhodium dicarbonyl acetylacetonate). Run in C1(=CC=CC=C1)C (toluene), C(C)(=O)O (acetic acid). Run at temperature 80 celsius, time 2 hour. The product is C(C)(=O)OCC=C(C=O)C (3-methyl-4-oxo-2-butenyl acetate). Isolated yield 37.3%. Reaction SMILES: C(OC(COC(=O)C)C=C)(=O)C.[H][H].[C]=O.[C:17]([O:20][CH2:21][CH:22](OC(=O)C)[CH:23]([CH:25]=[O:26])[CH3:24])(=[O:19])[CH3:18].C(OC(COC(=O)C)CCC=O)(=O)C>C1(C)C=CC=CC=1.C/C(/O)=C/C(C)=O.[C-]#[O+].[C-]#[O+].[Rh].C1(P(C2CCCCC2)C2CCCCC2)CCCCC1.C(O)(=O)C>[C:17]([O:20][CH2:21][CH:22]=[C:23]([CH3:24])[CH:25]=[O:26])(=[O:19])[CH3:18] |f:6.7.8.9,^3:14|. Procedure details: An autoclave equipped with a gas inlet, a sampling port and an electromagnetic stirrer and having an internal volume of 300 ml, was charged with 50 ml (52.7 g, 0.306 mol) of 3,4-diacetoxy-1-butene and a solution of 2.58 mg of rhodium dicarbonyl acetylacetonate and 140 mg (0.5 mmol) of tricyclohexylphosphine in 50 ml of toluene under nitrogen while avoiding their contact with air. Then, the atmosphere inside the autoclave was replaced with a gaseous mixture of hydrogen and carbon monoxide at a mo... The reactants are N#Cc1ccc(Br)c(OC(F)(F)F)c1, CB1OB(C)OB(C)O1, [K+], [K+], O=C([O-])[O-], CN(C)C=O, c1ccc(P(c2ccccc2)(c2ccccc2)[Pd](P(c2ccccc2)(c2ccccc2)c2ccccc2)(P(c2ccccc2)(c2ccccc2)c2ccccc2)P(c2ccccc2)(c2ccccc2)c2ccccc2)cc1. Product: Cc1ccc(C#N)cc1OC(F)(F)F. RXN SMILES: [Br:1][c:2]1[c:3]([O:10][C:11]([F:12])([F:13])[F:14])[cH:4][c:5]([C:6]#[N:7])[cH:8][cH:9]1.[CH3:21][B:22]1[O:23][B:24]([CH3:25])[O:26][B:27]([CH3:28])[O:29]1.[K+:15].[K+:16].[O-:17][C:18]([O-:19])=[O:20].[O:107]=[CH:108][N:109]([CH3:110])[CH3:111].[cH:30]1[cH:31][cH:32][c:33]([P:34]([Pd:35]([P:36]([c:37]2[cH:38][cH:39][cH:40][cH:41][cH:42]2)([c:43]2[cH:44][cH:45][cH:46][cH:47][cH:48]2)[c:49]2[cH:50][cH:51][cH:52][cH:53][cH:54]2)([P:55]([c:56]2[cH:57][cH:58][cH:59][cH:60][cH:61]2)([c:62]2[cH:63][cH:64][cH:65][cH:66][cH:67]2)[c:68]2[cH:69][cH:70][cH:71][cH:72][cH:73]2)[P:74]([c:75]2[cH:76][cH:77][cH:78][cH:79][cH:80]2)([c:81]2[cH:82][cH:83][cH:84][cH:85][cH:86]2)[c:87]2[cH:88][cH:89][cH:90][cH:91][cH:92]2)([c:93]2[cH:94][cH:95][cH:96][cH:97][cH:98]2)[c:99]2[cH:100][cH:101][cH:102][cH:103][cH:104]2)[cH:105][cH:106]1>>[c:2]1([CH3:18])[c:3]([O:10][C:11]([F:12])([F:13])[F:14])[cH:4][c:5]([C:6]#[N:7])[cH:8][cH:9]1.